From a dataset of the Open Reaction Database (ORD), a public repository of structured organic reaction records. describe an organic reaction: reactants, conditions, products, and yield Reactants: ClC=1N=CC(=C2C=CC(=NC12)C)I (8-chloro-5-iodo-2-methyl-[1,7]naphthyridine), FC=1C=C(C=CC1)B(O)O (3-fluorophenylboronic acid), CN1N=C(C=C1)N (1-methyl-1H-pyrazol-3-ylamine). The product is FC=1C=C(C=CC1)C1=C2C=CC(=NC2=C(N=C1)NC1=NN(C=C1)C)C ([5-(3-Fluoro-phenyl)-2-methyl-[1,7]naphthyridin-8-yl]-(1-methyl-1H-pyrazol-3-yl)-amine). Reaction SMILES: Cl[C:2]1[N:3]=[CH:4][C:5](I)=[C:6]2[C:11]=1[N:10]=[C:9]([CH3:12])[CH:8]=[CH:7]2.[F:14][C:15]1[CH:16]=[C:17](B(O)O)[CH:18]=[CH:19][CH:20]=1.[CH3:24][N:25]1[CH:29]=[CH:28][C:27]([NH2:30])=[N:26]1>>[F:14][C:15]1[CH:16]=[C:17]([C:5]2[CH:4]=[N:3][C:2]([NH:30][C:27]3[CH:28]=[CH:29][N:25]([CH3:24])[N:26]=3)=[C:11]3[C:6]=2[CH:7]=[CH:8][C:9]([CH3:12])=[N:10]3)[CH:18]=[CH:19][CH:20]=1. Procedure details: The title compound, MS: m/e=334.2 (M+H+), was prepared in accordance with the general method of example 15 step 1 and step 3 from 8-chloro-5-iodo-2-methyl-[1,7]naphthyridine (Example I), 3-fluorophenylboronic acid and 1-methyl-1H-pyrazol-3-ylamine. Reactants: O=C(Cl)c1ccncc1, CN(C)C1CCc2oc3ccc(N)cc3c2C1. Product: CN(C)C1CCc2oc3ccc(NC(=O)c4ccncc4)cc3c2C1. Reaction SMILES: [C:18]([c:19]1[cH:20][cH:21][n:22][cH:23][cH:24]1)(=[O:25])[Cl:26].[CH3:1][N:2]([CH:3]1[CH2:4][c:5]2[c:6]([o:7][c:8]3[c:9]2[cH:10][c:11]([NH2:14])[cH:12][cH:13]3)[CH2:15][CH2:16]1)[CH3:17]>>[CH3:1][N:2]([CH:3]1[CH2:4][c:5]2[c:6]([o:7][c:8]3[c:9]2[cH:10][c:11]([NH:14][C:18]([c:19]2[cH:20][cH:21][n:22][cH:23][cH:24]2)=[O:25])[cH:12][cH:13]3)[CH2:15][CH2:16]1)[CH3:17]. RXN SMILES: [OH:1][N:2]=[C:3]([C:27]1[CH:32]=[CH:31][CH:30]=[C:29]([OH:33])[CH:28]=1)[C:4]([NH:6][CH:7]1[C:25](=[O:26])[N:9]2[C:10]([C:22]([OH:24])=[O:23])=[C:11]([CH2:14][S:15][C:16]3[N:20]([CH3:21])[N:19]=[N:18][N:17]=3)[CH2:12][S:13][C@H:8]12)=[O:5].[C:34](OC(=O)C)(=[O:36])[CH3:35]>>[C:34]([O:1][N:2]=[C:3]([C:27]1[CH:32]=[CH:31][CH:30]=[C:29]([OH:33])[CH:28]=1)[C:4]([NH:6][CH:7]1[C:25](=[O:26])[N:9]2[C:10]([C:22]([OH:24])=[O:23])=[C:11]([CH2:14][S:15][C:16]3[N:20]([CH3:21])[N:19]=[N:18][N:17]=3)[CH2:12][S:13][C@H:8]12)=[O:5])(=[O:36])[CH3:35]. The product is C(C)(=O)ON=C(C(=O)NC1[C@@H]2N(C(=C(CS2)CSC2=NN=NN2C)C(=O)O)C1=O)C1=CC(=CC=C1)O (7-[2-acetoxyimino-2-(3-hydroxyphenyl)acetamido]-3-(1-methyl-1H-tetrazol-5-yl)thiomethyl-3-cephem-4-carboxylic acid). Reported procedure: A mixture of 7-[2-hydroxyimino-2-(3-hydroxyphenyl)acetamido]-3-(1-methyl-1H-tetrazol-5-yl)thiomethyl-3-cephem-4-carboxylic acid (syn isomer) (9.83 g.) and acetic anhydride (200 ml.) was stirred for 5 hours at ambient temperature. The reaction mixture was concentrated under reduced pressure. To the residue was added ether and the mixture was stirred overnight at ambient temperature. Precipitates were collected by filtration, washed thoroughly with ether and dried to give 7-[2-acetoxyimino-2-(3-hy... Reaction conditions: time 5 hour. The reactants are ON=C(C(=O)NC1[C@@H]2N(C(=C(CS2)CSC2=NN=NN2C)C(=O)O)C1=O)C1=CC(=CC=C1)O (7-[2-hydroxyimino-2-(3-hydroxyphenyl)acetamido]-3-(1-methyl-1H-tetrazol-5-yl)thiomethyl-3-cephem-4-carboxylic acid), C(C)(=O)OC(C)=O (acetic anhydride). Starting materials: C[S-].[Na+] (Sodium thiomethoxide), BrC=1C=C(C=NC1)C(=O)N(C)C (5-bromo-N,N-dimethyl-3-pyridinecarboxamide). The solvent is CN(C=O)C (N,N-dimethylformamide). Conditions: temperature 100 celsius, time 4 hour. Product: SC=1C=C(C=NC1)C(=O)N(C)C (5-Mercapto-N,N-dimethyl-3-pyridinecarboxamide). The yield is 90.5%. Reaction SMILES: C[S-:2].[Na+].Br[C:5]1[CH:6]=[C:7]([C:11]([N:13]([CH3:15])[CH3:14])=[O:12])[CH:8]=[N:9][CH:10]=1>CN(C)C=O>[SH:2][C:5]1[CH:6]=[C:7]([C:11]([N:13]([CH3:15])[CH3:14])=[O:12])[CH:8]=[N:9][CH:10]=1 |f:0.1|. Reported procedure: Sodium thiomethoxide (3 g) was added to a stirred solution of 5-bromo-N,N-dimethyl-3-pyridinecarboxamide (2.5g, WO2000055168) in N,N-dimethylformamide (40 ml) and the suspension stirred at 100° C. for 4 h. The solvent was concentrated in vacuo, the residue dissolved in 2M sodium hydroxide (35 ml) and water (50 ml), and the solution washed with chloroform (4×75 ml). The aqueous layer was acidified with 2M hydrochloric acid to pH 4 and extracted with chloroform (5×80 ml), and the combined organic ... The reactants are F[C@@H]1[C@@H]2C=3C=CC(=CC3C[C@H]([C@H]2[C@@H]2CCC([C@@]2(C)C1)=O)CCCCCI)O (11β-fluoro-3-hydroxy-7α-(5-iodopentyl)-estra-1,3,5(10)-trien-17-one), FC(=CCNC)C(C(F)(F)F)(F)F ((3,4,4,5,5,5-hexafluoro-pent-2-enyl)-methyl-amine). The solvent is CN1C(CCC1)=O (N-methylpyrrolidone). Reaction conditions: temperature 80 celsius, time 3 hour. Yields the product F[C@@H]1[C@@H]2C=3C=CC(=CC3C[C@H]([C@H]2[C@@H]2CCC([C@@]2(C)C1)=O)CCCCCN(C)CC=C(C(C(F)(F)F)(F)F)F)O (11β-fluoro-7α-{5-[(3,4,4,5,5,5-hexafluoro-pent-2-enyl)-methyl-amino]-pentyl}-3-hydroxy-estra-1,3,5(10)-trien-17-one). Isolated yield 181.7%. As a reaction SMILES: [F:1][C@H:2]1[CH2:19][C@@:17]2([CH3:18])[C@@H:13]([CH2:14][CH2:15][C:16]2=[O:20])[C@H:12]2[C@H:3]1[C:4]1[CH:5]=[CH:6][C:7]([OH:27])=[CH:8][C:9]=1[CH2:10][C@H:11]2[CH2:21][CH2:22][CH2:23][CH2:24][CH2:25]I.[F:28][C:29]([C:34]([F:40])([F:39])[C:35]([F:38])([F:37])[F:36])=[CH:30][CH2:31][NH:32][CH3:33]>CN1CCCC1=O>[F:1][C@H:2]1[CH2:19][C@@:17]2([CH3:18])[C@@H:13]([CH2:14][CH2:15][C:16]2=[O:20])[C@H:12]2[C@H:3]1[C:4]1[CH:5]=[CH:6][C:7]([OH:27])=[CH:8][C:9]=1[CH2:10][C@H:11]2[CH2:21][CH2:22][CH2:23][CH2:24][CH2:25][N:32]([CH2:31][CH:30]=[C:29]([F:28])[C:34]([F:39])([F:40])[C:35]([F:36])([F:37])[F:38])[CH3:33]. Reported procedure: 880 mg of 11β-fluoro-3-hydroxy-7α-(5-iodopentyl)-estra-1,3,5(10)-trien-17-one and 1.26 g of (3,4,4,5,5,5-hexafluoro-pent-2-enyl)-methyl-amine are dissolved in 20 ml of N-methylpyrrolidone and stirred for 3 hours at a bath temperature of 80° C. After the reaction solution is cooled to room temperature, the batch is added to saturated common salt solution, extracted with diethyl ether, dried and concentrated by evaporation in a vacuum. 1.86 g of 11β-fluoro-7α-{5-[(3,4,4,5,5,5-hexafluoro-pent-2-eny... The reactants are OC(C[C@@]1(CCN(C(O1)=O)[C@@H](C)C1=CC=C(C=C1)B1OC(C(O1)(C)C)(C)C)C1=CC=CC=C1)(C)C ((S)-6-(2-hydroxy-2-methylpropyl)-6-phenyl-3-{(S)-1-[4-(4,4,5,5-tetramethyl-1,3,2-dioxaborolan-2-yl)phenyl]-ethyl}-1,3-oxazinan-2-one), BrC=1C=CC(=NC1)F (5-bromo-2-fluoro-pyridine). The product is FC1=CC=C(C=N1)C1=CC=C(C=C1)[C@H](C)N1C(O[C@](CC1)(C1=CC=CC=C1)CC(C)(C)O)=O (3-{(S)-1-[4-(6-Fluoro-pyridin-3-yl)-phenyl]-ethyl}-(S)-6-(2-hydroxy-2-methyl-propyl)-6-phenyl-[1,3]oxazinan-2-one). Yield: 71.0%. RXN SMILES: [OH:1][C:2]([CH3:35])([CH3:34])[CH2:3][C@@:4]1([C:28]2[CH:33]=[CH:32][CH:31]=[CH:30][CH:29]=2)[O:9][C:8](=[O:10])[N:7]([C@H:11]([C:13]2[CH:18]=[CH:17][C:16](B3OC(C)(C)C(C)(C)O3)=[CH:15][CH:14]=2)[CH3:12])[CH2:6][CH2:5]1.Br[C:37]1[CH:38]=[CH:39][C:40]([F:43])=[N:41][CH:42]=1>>[F:43][C:40]1[N:41]=[CH:42][C:37]([C:16]2[CH:15]=[CH:14][C:13]([C@@H:11]([N:7]3[CH2:6][CH2:5][C@:4]([CH2:3][C:2]([OH:1])([CH3:35])[CH3:34])([C:28]4[CH:33]=[CH:32][CH:31]=[CH:30][CH:29]=4)[O:9][C:8]3=[O:10])[CH3:12])=[CH:18][CH:17]=2)=[CH:38][CH:39]=1. Reported procedure: The title compound was prepared from (S)-6-(2-hydroxy-2-methylpropyl)-6-phenyl-3-{(S)-1-[4-(4,4,5,5-tetramethyl-1,3,2-dioxaborolan-2-yl)phenyl]-ethyl}-1,3-oxazinan-2-one and 5-bromo-2-fluoro-pyridine following a procedure analogous to that described in Example 1. Yield: 71% of theory; Mass spectrum (ESI+): m/z=449 [M+H]+. The reactants are O=S(=O)(Nc1cccc(Oc2ccc(Cl)nn2)c1)C(F)(F)F, O, O=[N+]([O-])O. Yields the product O=[N+]([O-])c1ccc(Oc2ccc(Cl)nn2)cc1NS(=O)(=O)C(F)(F)F. As a reaction SMILES: [Cl:1][c:2]1[cH:3][cH:4][c:5]([O:8][c:9]2[cH:10][c:11]([NH:15][S:16](=[O:17])(=[O:18])[C:19]([F:20])([F:21])[F:22])[cH:12][cH:13][cH:14]2)[n:6][n:7]1.[OH2:27].[OH:23][N+:24]([O-:25])=[O:26]>>[Cl:1][c:2]1[cH:3][cH:4][c:5]([O:8][c:9]2[cH:10][c:11]([NH:15][S:16](=[O:17])(=[O:18])[C:19]([F:20])([F:21])[F:22])[c:12]([N+:24](=[O:23])[O-:25])[cH:13][cH:14]2)[n:6][n:7]1. Reactants: compound, C(=O)(C(F)(F)F)O (TFA), amine, N1=CC=CC=C1 (pyridine), [N+](=O)([O-])C1=C(C=CC(=C1)[N+](=O)[O-])S(=O)(=O)Cl (2,4-dinitrobenzenesulfonyl chloride), S(=O)(=O)(Cl)Cl (sulfonyl chloride). Run in C(Cl)Cl (CH2Cl2), C1CCOC1 (THF). Reaction conditions: time 15 hour. Yields the product [N+](=O)([O-])C1=C(C=CC(=C1)[N+](=O)[O-])S(=O)(=O)N (2,4-dinitrobenzenesulfonamide). RXN SMILES: C(O)(C(F)(F)F)=O.[N:8]1C=CC=CC=1.[N+:14]([C:17]1[CH:22]=[C:21]([N+:23]([O-:25])=[O:24])[CH:20]=[CH:19][C:18]=1[S:26](Cl)(=[O:28])=[O:27])([O-:16])=[O:15].S(Cl)(Cl)(=O)=O>C(Cl)Cl.C1COCC1>[N+:14]([C:17]1[CH:22]=[C:21]([N+:23]([O-:25])=[O:24])[CH:20]=[CH:19][C:18]=1[S:26]([NH2:8])(=[O:28])=[O:27])([O-:16])=[O:15]. Reported procedure: A solution of Part A compound (1.01 g, 2.37 mmol) and TFA (8 mL) in CH2Cl2 (30 mL) was stirred at RT for 4.5 h. The solution was concentrated in vacuo, and the residue was dissolved in CH2Cl2 and filtered through a pad of solid K2CO3. The filtrate was concentrated in vacuo to give the corresponding crude amine. To a solution of the crude amine in THF (11.9 mL) were added pyridine (0.383 mL, 4.74 mmol) and 2,4-dinitrobenzenesulfonyl chloride (0.85 g, 3.19 mmol) and the solution was stirred at RT ...